This data is from the Open Reaction Database (ORD), a public repository of structured organic reaction records. The task is: describe an organic reaction: reactants, conditions, products, and yield Starting materials: O (H2O), [OH-].[Na+] (NaOH), O (H2O), CC(C(C)OCC1=CC=CC=C1)N=[N+]=[N-] (1-methyl-2-benzoxypropylazide), [H-].[Al+3].[Li+].[H-].[H-].[H-] (lithium aluminum hydride). The solvent is CCOCC (ether). Conditions: time 1 hour. The product is CC(C(C)OCC1=CC=CC=C1)N (1-methyl-2-benzoxypropylamine). Yield: 91.7%. As a reaction SMILES: [CH3:1][CH:2]([N:13]=[N+]=[N-])[CH:3]([O:5][CH2:6][C:7]1[CH:12]=[CH:11][CH:10]=[CH:9][CH:8]=1)[CH3:4].[H-].[Al+3].[Li+].[H-].[H-].[H-].O.[OH-].[Na+]>CCOCC>[CH3:1][CH:2]([NH2:13])[CH:3]([O:5][CH2:6][C:7]1[CH:8]=[CH:9][CH:10]=[CH:11][CH:12]=1)[CH3:4] |f:1.2.3.4.5.6,8.9|. Reported procedure: To a solution of 1-methyl-2-benzoxypropylazide (300 mL, 1.46 mmol) in ether (10 mL), lithium aluminum hydride (167 mg, 4.38 mmol) was added. The reaction mixture was stirred at room temperature for 1 hours. Then 0.17 mL of H2O, 0.2 mL of 15% NaOH and 0.42 mL of H2O were added. The solid was filtered. The liquid was concentrated under reduced pressure to give desired product (240 mg, 92%). EI-MS m/z 180 (M+). The reactants are ClN1C(CCC1=O)=O (N-chlorosuccinimide), ClC1=C(C(=NC=2N1N=CC2)C)CCCl (7-Chloro-6-(2-chloroethyl)-5-methylpyrazolo[1.5-a]-pyrimidine). The solvent is C(Cl)(Cl)Cl (chloroform). Reaction conditions: time 1 hour. The product is ClC=1C=NN2C1N=C(C(=C2Cl)CCCl)C (3,7-Dichloro-6-(2-chloroethyl)-5-methylpyrazolo[1,5-a]-pyrimidin). The yield is 59.0%. RXN SMILES: [Cl:1]N1C(=O)CCC1=O.[Cl:9][C:10]1[N:15]2[N:16]=[CH:17][CH:18]=[C:14]2[N:13]=[C:12]([CH3:19])[C:11]=1[CH2:20][CH2:21][Cl:22]>C(Cl)(Cl)Cl>[Cl:1][C:18]1[CH:17]=[N:16][N:15]2[C:10]([Cl:9])=[C:11]([CH2:20][CH2:21][Cl:22])[C:12]([CH3:19])=[N:13][C:14]=12. Reported procedure: 1.60 g (12 mmoles) of N-chlorosuccinimide were added to a solution of 2.30 g (10 mmoles) of 7-chloro-6-(2-chloroethyl)-5-methylpyrazolo[1.5-a]pyrimidine (prepared as described in Example 3) in 10 ml of chloroform, and the resulting mixture was heated under reflux, with stirring, for one hour. At the end of this time, the reaction mixture was washed with a 2N aqueous solution of potassium hydroxide and then with water, after, which it was dried over anhydrous sodium sulfate and then concentrated ...